This data is from the Open Reaction Database (ORD), a public repository of structured organic reaction records. The task is: describe an organic reaction: reactants, conditions, products, and yield Product: N#CCC(=O)N1CCCC(n2nnc3cnc4[nH]ccc4c32)C1. RXN SMILES: [C:19](#[N:20])[CH2:21][C:22](=[O:23])[OH:24].[CH2:36]([N:37]=[C:38]=[N:39][CH2:40][CH2:41][CH2:42][N:43]([CH3:44])[CH3:45])[CH3:46].[CH3:50][N:51]([CH3:52])[c:53]1[cH:54][cH:55][n:56][cH:57][cH:58]1.[Cl:47][CH2:48][Cl:49].[ClH:35].[NH:1]1[CH2:2][CH:3]([n:7]2[n:8][n:9][c:10]3[cH:11][n:12][c:13]4[nH:14][cH:15][cH:16][c:17]4[c:18]23)[CH2:4][CH2:5][CH2:6]1.[OH:25][n:26]1[c:27]2[cH:28][cH:29][cH:30][cH:31][c:32]2[n:33][n:34]1>>[N:1]1([C:22]([CH2:21][C:19]#[N:20])=[O:23])[CH2:2][CH:3]([n:7]2[n:8][n:9][c:10]3[cH:11][n:12][c:13]4[nH:14][cH:15][cH:16][c:17]4[c:18]23)[CH2:4][CH2:5][CH2:6]1. Reactants: N#CCC(=O)O, CCN=C=NCCCN(C)C, CN(C)c1ccncc1, ClCCl, Cl, c1cc2c(ncc3nnn(C4CCCNC4)c32)[nH]1, On1nnc2ccccc21. Starting materials: CCO, [H][H], CN(C)CC1Cc2c(n(C)c3ccc(OCc4ccccc4)cc23)C1. The product is CN(C)CC1Cc2c(n(C)c3ccc(O)cc23)C1. As a reaction SMILES: [CH2:28]([OH:29])[CH3:30].[H:26][H:27].[c:1]1([CH2:2][O:8][c:9]2[cH:10][c:11]3[c:12]4[c:13]([n:14]([CH3:18])[c:15]3[cH:16][cH:17]2)[CH2:19][CH:20]([CH2:22][N:23]([CH3:24])[CH3:25])[CH2:21]4)[cH:3][cH:4][cH:5][cH:6][cH:7]1>>[OH:8][c:9]1[cH:10][c:11]2[c:12]3[c:13]([n:14]([CH3:18])[c:15]2[cH:16][cH:17]1)[CH2:19][CH:20]([CH2:22][N:23]([CH3:24])[CH3:25])[CH2:21]3.